This data is from the Open Reaction Database (ORD), a public repository of structured organic reaction records. The task is: describe an organic reaction: reactants, conditions, products, and yield Starting materials: C1CCOC1, C=CC(C)(C)C, CC(=O)c1ccccc1, Cl, NCc1ccccc1. The product is CC(=O)c1ccccc1CCC(C)(C)C. Reaction SMILES: [CH2:25]1[O:26][CH2:27][CH2:28][CH2:29]1.[CH3:18][C:19]([CH:20]=[CH2:21])([CH3:22])[CH3:23].[CH3:1][C:2](=[O:3])[c:4]1[cH:5][cH:6][cH:7][cH:8][cH:9]1.[ClH:24].[NH2:10][CH2:11][c:12]1[cH:13][cH:14][cH:15][cH:16][cH:17]1>>[CH3:1][C:2](=[O:3])[c:4]1[c:5]([CH2:21][CH2:20][C:19]([CH3:18])([CH3:22])[CH3:23])[cH:6][cH:7][cH:8][cH:9]1. The reactants are [Al+3], CO, ClCCl, [H-], [H-], [H-], [H-], [Li+], C1CCOC1, N#Cc1ccc(-c2cccs2)cc1. Product: NCc1ccc(-c2cccs2)cc1. As a reaction SMILES: [Al+3:15].[CH3:20][OH:21].[Cl:27][CH2:28][Cl:29].[H-:14].[H-:17].[H-:18].[H-:19].[Li+:16].[O:22]1[CH2:23][CH2:24][CH2:25][CH2:26]1.[s:1]1[c:2](-[c:6]2[cH:7][cH:8][c:9]([C:10]#[N:11])[cH:12][cH:13]2)[cH:3][cH:4][cH:5]1>>[s:1]1[c:2](-[c:6]2[cH:7][cH:8][c:9]([CH2:10][NH2:11])[cH:12][cH:13]2)[cH:3][cH:4][cH:5]1. Starting materials: [F-].[Na+] (NaF), O (water), N1(CCCCC1)CCNC1=C(C(=O)OC)C=CC=C1F (methyl 2-(2-(piperidin-1-yl)ethylamino)-3-fluorobenzoate), [H-].[H-].[H-].[H-].[Li+].[Al+3] (LAH), [H-].[H-].[H-].[H-].[Li+].[Al+3] (LAH). The solvent is CCOCC (Et2O), CCOCC (Et2O). Reaction conditions: temperature 0 celsius. The product is N1(CCCCC1)CCNC1=C(C=CC=C1F)CO ((2-(2-(piperidin-1-yl)ethylamino)-3-fluorophenyl)methanol). Yield: 6799.2%. Reaction SMILES: [N:1]1([CH2:7][CH2:8][NH:9][C:10]2[C:19]([F:20])=[CH:18][CH:17]=[CH:16][C:11]=2[C:12](OC)=[O:13])[CH2:6][CH2:5][CH2:4][CH2:3][CH2:2]1.[H-].[H-].[H-].[H-].[Li+].[Al+3].[F-].[Na+].O>CCOCC>[N:1]1([CH2:7][CH2:8][NH:9][C:10]2[C:19]([F:20])=[CH:18][CH:17]=[CH:16][C:11]=2[CH2:12][OH:13])[CH2:6][CH2:5][CH2:4][CH2:3][CH2:2]1 |f:1.2.3.4.5.6,7.8|. Procedure details: A solution of methyl 2-(2-(piperidin-1-yl)ethylamino)-3-fluorobenzoate (740 mg, 2.640 mmol) in Et2O (30 mL) at −20° C. was treated with LAH (128 mg, 3.372 mmol). After 1.5 hours additional LAH (20 mg, 0.5269 mmol) was added and the reaction was warmed to 0° C. At 0° C., the reaction was diluted with Et2O (80 mL), then NaF and water were added with vigorous stirring until a white ppt formed and the solution cleared. The solution was decanted and evaporated under vacuum. The crude material was pur...